This data is from the Open Reaction Database (ORD), a public repository of structured organic reaction records. The task is: describe an organic reaction: reactants, conditions, products, and yield Reactants: N[C@H](C(=O)NCCCC[C@@H](CO)N(CC(C)C)S(=O)(=O)C1=CC=C(C=C1)N)CC1=CC2=CC=CC=C2C=C1 ((2S,5S)-2-amino-N-{5-[(4-amino-benzenesulfonyl)-isobutyl-amino]-6-hydroxy-hexyl}-3-naphthalen-2-yl-propionamide), product, C(C)(=O)Cl (acetyl chloride). The product is C(C)(=O)N[C@H](C(=O)NCCCC[C@@H](CO)N(CC(C)C)S(=O)(=O)C1=CC=C(C=C1)N)CC1=CC2=CC=CC=C2C=C1 ((2S,5S)-2-Acetylamino-N-{5-[(4-amino-benzenesulfonyl)-isobutyl-amino]-6-hydroxy-hexyl}-3-naphthalen-2-yl-propionamide). RXN SMILES: [NH2:1][C@@H:2]([CH2:28][C:29]1[CH:38]=[CH:37][C:36]2[C:31](=[CH:32][CH:33]=[CH:34][CH:35]=2)[CH:30]=1)[C:3]([NH:5][CH2:6][CH2:7][CH2:8][CH2:9][C@H:10]([N:13]([S:18]([C:21]1[CH:26]=[CH:25][C:24]([NH2:27])=[CH:23][CH:22]=1)(=[O:20])=[O:19])[CH2:14][CH:15]([CH3:17])[CH3:16])[CH2:11][OH:12])=[O:4].[C:39](Cl)(=[O:41])[CH3:40]>>[C:39]([NH:1][C@@H:2]([CH2:28][C:29]1[CH:38]=[CH:37][C:36]2[C:31](=[CH:32][CH:33]=[CH:34][CH:35]=2)[CH:30]=1)[C:3]([NH:5][CH2:6][CH2:7][CH2:8][CH2:9][C@H:10]([N:13]([S:18]([C:21]1[CH:22]=[CH:23][C:24]([NH2:27])=[CH:25][CH:26]=1)(=[O:20])=[O:19])[CH2:14][CH:15]([CH3:17])[CH3:16])[CH2:11][OH:12])=[O:4])(=[O:41])[CH3:40]. Procedure: The title compound was prepared from (2S,5S)-2-amino-N-{5-[(4-amino-benzenesulfonyl)-isobutyl-amino]-6-hydroxy-hexyl}-3-naphthalen-2-yl-propionamide (product of example 49) as described in general procedure D using acetyl chloride. The final product was obtained in 38% yield. The reactants are C(CCCCCC)=O (heptanal), C(C=C)(=O)OC (methyl acrylate), S(O)(O)(=O)=O (sulfuric acid), C(CCCCCC)=O (heptanal), C(C=C)(=O)OC (methyl acrylate), S(=O)(=O)([O-])[O-].C(C)[N+](CC)(CC)CC.C(C)[N+](CC)(CC)CC (tetraethylammonium sulfate), S(=O)(=O)([O-])[O-].C(CCC)[N+](CCCC)(CCCC)CCCC.C(CCC)[N+](CCCC)(CCCC)CCCC (tetra-n-butylammonium sulfate), 10.0. Solvent: O (water). The product is C(CCCCC)C1CCC(=O)O1 (4-n-hexyl-4-butanolide). Yield: 224.7%. As a reaction SMILES: S(=O)(=O)(O)O.[CH:6](=[O:13])[CH2:7][CH2:8][CH2:9][CH2:10][CH2:11][CH3:12].[C:14](OC)(=O)[CH:15]=[CH2:16].S([O-])([O-])(=O)=[O:21].C([N+](CC)(CC)CC)C.C([N+](CC)(CC)CC)C.S([O-])([O-])(=O)=O.C([N+](CCCC)(CCCC)CCCC)CCC.C([N+](CCCC)(CCCC)CCCC)CCC>O>[CH2:10]([CH:9]1[O:21][C:6](=[O:13])[CH2:7][CH2:8]1)[CH2:11][CH2:12][CH2:14][CH2:15][CH3:16] |f:3.4.5,6.7.8|. Procedure details: The circulation type electrolytic apparatus as described in Example 24 and 10 wt% sulfuric acid as an anolyte were used. As a catholyte was used a mixture of 73.9 g (0.648 mol) of heptanal, 18.6 g (0.216 mol) of methyl acrylate, 418 g of water, 53 g (0.149 mol) of tetraethylammonium sulfate and 36 g (0.062 mol) of tetra-n-butylammonium sulfate. The electrolysis was carried out at a catholyte temperature of 27° to 29° C. and a current density of 10.0 A/dm2 while stirring the catholyte in the elec... Starting materials: Nc1c(F)cccc1Br, CC(C)(C)C(=O)Cl, c1ccncc1. Product: CC(C)(C)C(=O)Nc1c(F)cccc1Br. RXN SMILES: [Br:1][c:2]1[c:3]([NH2:4])[c:5]([F:9])[cH:6][cH:7][cH:8]1.[C:16]([C:17]([CH3:18])([CH3:19])[CH3:20])(=[O:21])[Cl:22].[cH:10]1[cH:11][cH:12][n:13][cH:14][cH:15]1>>[Br:1][c:2]1[c:3]([NH:4][C:16]([C:17]([CH3:18])([CH3:19])[CH3:20])=[O:21])[c:5]([F:9])[cH:6][cH:7][cH:8]1. Reactants: S1C=CN2C1=C(C=1C=CC=CC21)C(=O)O (thiazolo[3,2-a]indole-9-carboxylic acid), acid chloride, OCC1CC2CCCCN2CC1 (2-hydroxymethylquinolizidine). Yields the product S1C=CN2C1=C(C=1C=CC=CC21)C(=O)OCC2CC1CCCCN1CC2 (Quinolizidin-2-ylmethyl thiazolo[3,2-a]indole-9-carboxylate). As a reaction SMILES: [S:1]1[C:5]2=[C:6]([C:13]([OH:15])=[O:14])[C:7]3[CH:8]=[CH:9][CH:10]=[CH:11][C:12]=3[N:4]2[CH:3]=[CH:2]1.O[CH2:17][CH:18]1[CH2:27][CH2:26][N:25]2[CH:20]([CH2:21][CH2:22][CH2:23][CH2:24]2)[CH2:19]1>>[S:1]1[C:5]2=[C:6]([C:13]([O:15][CH2:17][CH:18]3[CH2:27][CH2:26][N:25]4[CH:20]([CH2:21][CH2:22][CH2:23][CH2:24]4)[CH2:19]3)=[O:14])[C:7]3[CH:8]=[CH:9][CH:10]=[CH:11][C:12]=3[N:4]2[CH:3]=[CH:2]1. Procedure details: Thiazolo[3,2-a]indole-9-carboxylic acid (D16) was converted to its acid chloride and reacted with eq-2-hydroxymethylquinolizidine using a procedure analogous to that described in Example 10 to afford the title compound as a white solid mp 129-131° C. (ether).